The task is: describe an organic reaction: reactants, conditions, products, and yield. This data is from the Open Reaction Database (ORD), a public repository of structured organic reaction records. Reactants: BrC1=CC(NC=C1)=O (4-bromopyridin-2(1H)-one), C1(CC1)CC(C(=O)OCC)OS(=O)(=O)C (ethyl 3-cyclopropyl-2-[(methylsulphonyl)oxy]propanoate), [H-].[Na+] (sodium hydride), [Br-].[Li+] (lithium bromide). Conditions: temperature 65 celsius, time 8 hour. The product is BrC1=CC(N(C=C1)C(C(=O)OCC)CC1CC1)=O (Ethyl 2-(4-bromo-2-oxopyridin-1(2H)-yl)-3-cyclopropylpropanoate). As a reaction SMILES: [Br:1][C:2]1[CH:7]=[CH:6][NH:5][C:4](=[O:8])[CH:3]=1.[CH:9]1([CH2:12][CH:13](OS(C)(=O)=O)[C:14]([O:16][CH2:17][CH3:18])=[O:15])[CH2:11][CH2:10]1.[H-].[Na+].[Br-].[Li+]>>[Br:1][C:2]1[CH:7]=[CH:6][N:5]([CH:13]([CH2:12][CH:9]2[CH2:11][CH2:10]2)[C:14]([O:16][CH2:17][CH3:18])=[O:15])[C:4](=[O:8])[CH:3]=1 |f:2.3,4.5|. Reported procedure: 1.02 g (5.87 mmol) of 4-bromopyridin-2(1H)-one and 2.23 g (purity 56%, 5.28 mmol) of ethyl 3-cyclopropyl-2-[(methylsulphonyl)oxy]propanoate (racemate) in the presence of 1.15 eq. of sodium hydride and 2.3 eq. of lithium bromide were reacted according to General Method 4C (stirred at 65° C. overnight). Yield: 246 mg (13% of theory) Reactants: C1(CCCCC1)CCCCO (4-Cyclohexyl-butan-1-ol), P(Br)(Br)Br (phosphorus tribromide). Conditions: temperature 0 celsius, time 2 hour. Product: BrCCCCC1CCCCC1 (1-bromo-4-cyclohexylbutane). Isolated yield 195.2%. RXN SMILES: [CH:1]1([CH2:7][CH2:8][CH2:9][CH2:10]O)[CH2:6][CH2:5][CH2:4][CH2:3][CH2:2]1.P(Br)(Br)[Br:13]>>[Br:13][CH2:10][CH2:9][CH2:8][CH2:7][CH:1]1[CH2:6][CH2:5][CH2:4][CH2:3][CH2:2]1. Reported procedure: 4-Cyclohexyl-butan-1-ol(8.1 ml, 47 mmol) at -5° C. under nitrogen was treated dropwise over 10-15 min with 2.2 ml (23 mmol) of phosphorus tribromide, stirred at 0° C. for 15 min, room temperature for 2 h, then at 100° C. for 1.5 h before cooling to 0° C. The reaction was quenched with 50 g of ice, diluted with 100 ml of brine, and extracted with ether. The combined organics were washed with brine, dried over anhydrous sodium sulfate, filtered, concentrated, and distilled at 2 mm Hg, 100° C., to ... Reactants: Clc1ccc(Br)cc1, CC(C)(C)[O-], COc1ccc(C(=O)NC2CCNCC2)cc1OCCc1ccc(Cl)cc1Cl, Cl, [Na+], C1COCCO1. Yields the product COc1ccc(C(=O)NC2CCN(c3ccc(Cl)cc3)CC2)cc1OCCc1ccc(Cl)cc1Cl. Reaction SMILES: [Br:30][c:31]1[cH:32][cH:33][c:34]([Cl:37])[cH:35][cH:36]1.[CH3:38][C:39]([CH3:40])([O-:41])[CH3:42].[Cl:2][c:3]1[c:4]([CH2:10][CH2:11][O:12][c:13]2[cH:14][c:15]([C:16](=[O:17])[NH:18][CH:19]3[CH2:20][CH2:21][NH:22][CH2:23][CH2:24]3)[cH:25][cH:26][c:27]2[O:28][CH3:29])[cH:5][cH:6][c:7]([Cl:9])[cH:8]1.[ClH:1].[Na+:43].[O:44]1[CH2:45][CH2:46][O:47][CH2:48][CH2:49]1>>[Cl:2][c:3]1[c:4]([CH2:10][CH2:11][O:12][c:13]2[cH:14][c:15]([C:16](=[O:17])[NH:18][CH:19]3[CH2:20][CH2:21][N:22]([c:31]4[cH:32][cH:33][c:34]([Cl:37])[cH:35][cH:36]4)[CH2:23][CH2:24]3)[cH:25][cH:26][c:27]2[O:28][CH3:29])[cH:5][cH:6][c:7]([Cl:9])[cH:8]1. Reactants: O (Water), C(CO)Cl (Ethylene chlorohydrin), OC1=NC(=C(N=C1CC1=CC=CC=C1)C)C (2-hydroxy-3-benzyl-5,6-dimethyl-pyrazine), [OH-].[Na+] (NaOH). Solvent: C(C)(C)(C)O (t-butanol). Run at temperature 60 celsius, time 2.5 hour. Product: OCCN1C(C(=NC(=C1C)C)CC1=CC=CC=C1)=O (1-(2-hydroxyethyl)-3-benzyl-5,6-dimethyl-2-oxo-1,2-dihydropyrazine). The yield is 86.0%. As a reaction SMILES: [CH2:1](Cl)[CH2:2][OH:3].[OH:5][C:6]1[C:11]([CH2:12][C:13]2[CH:18]=[CH:17][CH:16]=[CH:15][CH:14]=2)=[N:10][C:9]([CH3:19])=[C:8]([CH3:20])[N:7]=1.[OH-].[Na+].O>C(O)(C)(C)C>[OH:3][CH2:2][CH2:1][N:7]1[C:8]([CH3:20])=[C:9]([CH3:19])[N:10]=[C:11]([CH2:12][C:13]2[CH:18]=[CH:17][CH:16]=[CH:15][CH:14]=2)[C:6]1=[O:5] |f:2.3|. Reported procedure: Ethylene chlorohydrin (4.03 g, 50 mM) was added to a solution of 2-hydroxy-3-benzyl-5,6-dimethyl-pyrazine (2.14 g, 10 mM) and 5N NaOH (10 ml) in t-butanol (30 ml), and stirred at 60° C. for 2.5 hours. Water (100 ml) was added to the reaction mixture, and the mixture was extracted three times with chloroform, the extract dried with anhydrous magnesium sulfate and concentrated in vacuo. The residue was charged on a column of silica-gel (C-200, 25 g) and eluted with chloroform-methanol (100:1) to o...